This data is from the Open Reaction Database (ORD), a public repository of structured organic reaction records. The task is: describe an organic reaction: reactants, conditions, products, and yield The reactants are ClC=1C=CC(=C(C(=O)O)C1)N1N=NN=C1 (5-chloro-2-(1H-tetraazol-1-yl)benzoic acid), [Cl-].[NH4+] (ammonium chloride), Cl.CN(CCCN=C=NCC)C (1-(3-dimethylaminopropyl)-3-ethylcarbodiimide hydrochloride), C1=CC2=C(N=C1)N(N=N2)O (HOAt), CCN(C(C)C)C(C)C (DIEA). Solvent: CN(C)C=O (DMF), O (Water). Product: ClC=1C=CC(=C(C(=O)N)C1)N1N=NN=C1 (5-chloro-2-(1H-tetrazol-1-yl)benzamide). Yield: 115.6%. As a reaction SMILES: [Cl:1][C:2]1[CH:3]=[CH:4][C:5]([N:11]2[CH:15]=[N:14][N:13]=[N:12]2)=[C:6]([CH:10]=1)[C:7](O)=[O:8].[Cl-].[NH4+].Cl.C[N:20](C)CCCN=C=NCC.C1C=NC2N(O)N=NC=2C=1.CCN(C(C)C)C(C)C>CN(C=O)C.O>[Cl:1][C:2]1[CH:3]=[CH:4][C:5]([N:11]2[CH:15]=[N:14][N:13]=[N:12]2)=[C:6]([CH:10]=1)[C:7]([NH2:20])=[O:8] |f:1.2,3.4|. Procedure details: A solution of 5-chloro-2-(1H-tetraazol-1-yl)benzoic acid (2.0 g, 8.9 mmol), ammonium chloride (0.95 g, 17.8 mmol), 1-(3-dimethylaminopropyl)-3-ethylcarbodiimide hydrochloride (3.4 g, 17.8 mmol), HOAt (2.4 g, 17.8 mmol) and DIEA (6.2 mL, 35.6 mmol) in DMF (26 mL) was stirred at room temperature overnight. Water was added and the reaction mixture was extracted with ethyl acetate. The combined organic layers were washed with brine. Drying and solvent evaporation gave 5-chloro-2-(1H-tetrazol-1-yl)be... The reactants are O=Cc1cnn2c(NC3CC3)cc(-c3ccc(CBr)s3)nc12, O=C([O-])[O-], C1CCNC1, [K+], [K+], CN(C)C=O, O. The product is O=Cc1cnn2c(NC3CC3)cc(-c3ccc(CN4CCCC4)s3)nc12. As a reaction SMILES: [Br:7][CH2:8][c:9]1[cH:10][cH:11][c:12](-[c:14]2[n:15][c:16]3[n:17]([c:18]([NH:20][CH:21]4[CH2:22][CH2:23]4)[cH:19]2)[n:24][cH:25][c:26]3[CH:27]=[O:28])[s:13]1.[C:1](=[O:2])([O-:3])[O-:4].[CH2:29]1[CH2:30][CH2:31][NH:32][CH2:33]1.[K+:5].[K+:6].[O:35]=[CH:36][N:37]([CH3:38])[CH3:39].[OH2:34]>>[CH2:8]([c:9]1[cH:10][cH:11][c:12](-[c:14]2[n:15][c:16]3[n:17]([c:18]([NH:20][CH:21]4[CH2:22][CH2:23]4)[cH:19]2)[n:24][cH:25][c:26]3[CH:27]=[O:28])[s:13]1)[N:32]1[CH2:31][CH2:30][CH2:29][CH2:33]1. Starting materials: OCC(O)CO (glycerol), C(C)=O (acetaldehyde), OCC(O)CO (glycerol). Run in O (water). Product: OCCC=O (3-hydroxy-propionaldehyde), C(C)=O (acetaldehyde), C=O (formaldehyde). Reaction SMILES: [CH:1](=[O:3])[CH3:2].[OH:4][CH2:5][CH:6]([CH2:8][OH:9])O>O>[OH:9][CH2:8][CH2:6][CH:5]=[O:4].[CH:1](=[O:3])[CH3:2].[CH2:1]=[O:3]. Procedure: It is known that acetaldehyde is obtained with a yield of 26% in the dehydration of glycerol in supercritical water at 500° C. and 34.5 MPa and with a residence time of 90 s [Ant1985]. A free radical mechanism by dehydration of the glycerol to 3-hydroxy-propionaldehyde and homolytic cleavage of this intermediate to give acetaldehyde and formaldehyde is assumed for the stated conditions. An alternative mechanism via homolytic cleavage of acetol can be ruled out. The selectivity with respect to ac... Reactants: C(C)OC(=O)C1=CC=C2C(=CC=CN2C1=O)S (3-ethoxycarbonyl-9-mercapto-4H-quinolizin-4-one), ClC(=O)OC(Cl)(Cl)Cl (trichloromethyl chloroformate), O1CCCC1 (tetrahydrofuran), N1CCSCC1 (thiomorpholine). Run in C(C)N(CC)CC (triethylamine). Reaction conditions: temperature 60 celsius, time 2 hour. The product is C(C)OC(=O)C1=CC=C2C(=CC=CN2C1=O)SC(=O)N1CCSCC1 (3-ethoxycarbonyl-9-(thiomorpholinocarbonylthio)-4H-quinolizin-4-one). Yield: 42.3%. As a reaction SMILES: Cl[C:2](OC(Cl)(Cl)Cl)=[O:3].O1CCCC1.[NH:14]1[CH2:19][CH2:18][S:17][CH2:16][CH2:15]1.[CH2:20]([O:22][C:23]([C:25]1[C:34](=[O:35])[N:33]2[C:28]([C:29]([SH:36])=[CH:30][CH:31]=[CH:32]2)=[CH:27][CH:26]=1)=[O:24])[CH3:21]>C(N(CC)CC)C>[CH2:20]([O:22][C:23]([C:25]1[C:34](=[O:35])[N:33]2[C:28]([C:29]([S:36][C:2]([N:14]3[CH2:19][CH2:18][S:17][CH2:16][CH2:15]3)=[O:3])=[CH:30][CH:31]=[CH:32]2)=[CH:27][CH:26]=1)=[O:24])[CH3:21]. Reported procedure: A mixture of 0.24 ml of trichloromethyl chloroformate (TCF) and 15 ml of tetrahydrofuran is stirred at 60° C. for 2 hours, cooled with ice, mixed with 412 mg of thiomorpholine, and the mixture is stirred for 1 hour at room temperature. The reaction mixture is cooled with ice again and mixed with 1.212 g of triethylamine. The mixture is stirred at room temperature for 1 hour, mixed with 500 mg of 3-ethoxycarbonyl-9-mercapto-4H-quinolizin-4-one (II-3), and the mixture is stirred at room temperatur...